Dataset: the Open Reaction Database (ORD), a public repository of structured organic reaction records. Task: describe an organic reaction: reactants, conditions, products, and yield The reactants are ClC1=C(C=C(C(=O)NC2=CC=C(C(=O)O)C=C2)C=C1)NS(=O)(=O)C1=C(C=CC(=C1)Cl)Cl (4-[4-Chloro-3-(2,5-dichloro-benzenesulfonylamino)-benzoylamino]-benzoic acid), ClC1=C(C=C(C=C1)Cl)S(=O)(=O)Cl (2,5-dichloro-benzenesulfonyl chloride). Product: C(C)OC(C1=CC=C(C=C1)NC(C1=CC(=C(C=C1)Cl)NS(=O)(=O)C1=C(C=CC(=C1)Cl)Cl)=O)=O (4-[4-chloro-3-(2,5-dichloro-benzenesulfonylamino)-benzoylamino]-benzoic acid ethyl ester). RXN SMILES: [Cl:1][C:2]1[CH:19]=[CH:18][C:5]([C:6]([NH:8][C:9]2[CH:17]=[CH:16][C:12]([C:13]([OH:15])=[O:14])=[CH:11][CH:10]=2)=[O:7])=[CH:4][C:3]=1[NH:20][S:21]([C:24]1[CH:29]=[C:28]([Cl:30])[CH:27]=[CH:26][C:25]=1[Cl:31])(=[O:23])=[O:22].Cl[C:33]1C=CC(Cl)=C[C:34]=1S(Cl)(=O)=O>>[CH2:33]([O:14][C:13](=[O:15])[C:12]1[CH:11]=[CH:10][C:9]([NH:8][C:6](=[O:7])[C:5]2[CH:18]=[CH:19][C:2]([Cl:1])=[C:3]([NH:20][S:21]([C:24]3[CH:29]=[C:28]([Cl:30])[CH:27]=[CH:26][C:25]=3[Cl:31])(=[O:22])=[O:23])[CH:4]=2)=[CH:17][CH:16]=1)[CH3:34]. Procedure: 4-[4-Chloro-3-(2,5-dichloro-benzenesulfonylamino)-benzoylamino]-benzoic acid, MS (ISP): m/e=497.0 (M−H), was prepared in analogy to example 21, steps A to D. Step C was performed using 2,5-dichloro-benzenesulfonyl chloride and yielded 4-[4-chloro-3-(2,5-dichloro-benzenesulfonylamino)-benzoylamino]-benzoic acid ethyl ester, which was hydrolyzed in step D.